Dataset: the Open Reaction Database (ORD), a public repository of structured organic reaction records. Task: describe an organic reaction: reactants, conditions, products, and yield Starting materials: C(C)(C)(C)OC(=O)N1CCC(CC1)CCCCC(=O)SC1=NC=CC=C1 (4-[4-(Pyridin-2-ylsulfanylcarbonyl)-butyl]-piperidine-1-carboxylic acid tert-butyl ester), N1=C(C=CC=C1)SC(CCC1CCCCC1)=O (3-cyclohexyl-thiopropionic acid S-pyridin-2-yl ester). Yields the product C(C)(C)(C)OC(=O)N1CCC(CC1)CCCCC(=O)C1CCCC1 (4-(5-Cyclopentyl-5-oxo-pentyl)-piperidine-1-carboxylic acid tert-butyl ester). Reaction SMILES: [C:1]([O:5][C:6]([N:8]1[CH2:13][CH2:12][CH:11]([CH2:14][CH2:15][CH2:16][CH2:17][C:18](SC2C=CC=CN=2)=[O:19])[CH2:10][CH2:9]1)=[O:7])([CH3:4])([CH3:3])[CH3:2].N1C=CC=CC=1SC(=O)CC[CH:37]1[CH2:42][CH2:41][CH2:40][CH2:39]C1>>[C:1]([O:5][C:6]([N:8]1[CH2:9][CH2:10][CH:11]([CH2:14][CH2:15][CH2:16][CH2:17][C:18]([CH:39]2[CH2:40][CH2:41][CH2:42][CH2:37]2)=[O:19])[CH2:12][CH2:13]1)=[O:7])([CH3:2])([CH3:3])[CH3:4]. Procedure details: The title compound was prepared analogously to step 7 of example B(29) where 4-[4-(pyridin-2-ylsulfanylcarbonyl)-butyl]-piperidine-1-carboxylic acid tert-butyl ester from step 5 above, was substituted in place 3-cyclohexyl-thiopropionic acid S-pyridin-2-yl ester. 1H NMR (400 MHz, CDCl3): δ 1–1.42 (m, 8H), 1.45 (s, 9H), 1.50–1.84 (m, 14H), 2.42–2.46 (m, 2H), 2.62–2.7 (m, 2H), 2.82–2.87 (m, 1H). ESIMS (MH+): 337. Starting materials: C(OC)COC (dimethoxyethane), C(C)OC(CCCOC1=C(C(=CC=C1)CCCCCCOC1=CC(=CC(=C1)C(N(C)C)=O)Br)CCC(=O)OCC)=O (4-{3-[6-(3-bromo-5-dimethylcarbamoyl-phenoxy)-hexyl]-2-(2-ethoxycarbonyl-ethyl)-phenoxy}-butyric acid ethyl ester), FC=1C=C(C=CC1F)B(O)O (3,4-difluorophenylboronic acid), C([O-])([O-])=O.[Cs+].[Cs+] (cesium carbonate). The reagents and catalysts are C1=CC=C(C=C1)P([C-]2C=CC=C2)C3=CC=CC=C3.C1=CC=C(C=C1)P([C-]2C=CC=C2)C3=CC=CC=C3.Cl[Pd]Cl.[Fe+2] (PdCl2(dppf)). Run in O (water). Conditions: temperature 97 celsius, time 15 hour. Product: C(C)OC(CCCOC1=C(C(=CC=C1)CCCCCCOC=1C=C(C=C(C1)C(N(C)C)=O)C1=CC(=C(C=C1)F)F)CCC(=O)OCC)=O (4-{3-[6-(5-dimethylcarbamoyl-3′,4′-difluoro-biphenyl-3-yloxy)-hexyl]-2-(2-ethoxycarbonyl-ethyl)-phenoxy}-butyric acid ethyl ester). The yield is 96.4%. As a reaction SMILES: [CH2:1]([O:3][C:4](=[O:41])[CH2:5][CH2:6][CH2:7][O:8][C:9]1[CH:14]=[CH:13][CH:12]=[C:11]([CH2:15][CH2:16][CH2:17][CH2:18][CH2:19][CH2:20][O:21][C:22]2[CH:27]=[C:26]([C:28](=[O:32])[N:29]([CH3:31])[CH3:30])[CH:25]=[C:24](Br)[CH:23]=2)[C:10]=1[CH2:34][CH2:35][C:36]([O:38][CH2:39][CH3:40])=[O:37])[CH3:2].[F:42][C:43]1[CH:44]=[C:45](B(O)O)[CH:46]=[CH:47][C:48]=1[F:49].C(=O)([O-])[O-].[Cs+].[Cs+].C(COC)OC>O.C1C=CC(P(C2C=CC=CC=2)[C-]2C=CC=C2)=CC=1.C1C=CC(P(C2C=CC=CC=2)[C-]2C=CC=C2)=CC=1.Cl[Pd]Cl.[Fe+2]>[CH2:1]([O:3][C:4](=[O:41])[CH2:5][CH2:6][CH2:7][O:8][C:9]1[CH:14]=[CH:13][CH:12]=[C:11]([CH2:15][CH2:16][CH2:17][CH2:18][CH2:19][CH2:20][O:21][C:22]2[CH:23]=[C:24]([C:46]3[CH:45]=[CH:44][C:43]([F:42])=[C:48]([F:49])[CH:47]=3)[CH:25]=[C:26]([C:28](=[O:32])[N:29]([CH3:31])[CH3:30])[CH:27]=2)[C:10]=1[CH2:34][CH2:35][C:36]([O:38][CH2:39][CH3:40])=[O:37])[CH3:2] |f:2.3.4,7.8.9.10|. Procedure details: To a mixture of 4-{3-[6-(3-bromo-5-dimethylcarbamoyl-phenoxy)-hexyl]-2-(2-ethoxycarbonyl-ethyl)-phenoxy}-butyric acid ethyl ester (150 mg, 0.236 mmol), 3,4-difluorophenylboronic acid (75 mg, 0.472 mmol), PdCl2(dppf) (29 mg, 0.04 mmol) and cesium carbonate (153 mg, 0.472 mmol) was added dimethoxyethane (5 mL) at room temperature under nitrogen atmosphere. The resulting light brown suspension was heated to 97° C. and stirred for 15 h. Then, the reaction mixture was cooled to room temperature and d... Starting materials: C(C)(C)(C)OC(N(C)[C@H](CC1=CC=CC=C1)C=1OC(=NN1)C(N)=O)=O (((1R)-1-(5-Carbamoyl-[1,3,4]oxadiazol-2-yl)-2-phenylethyl)methylcarbamic acid tert-butylester), FC(C(=O)O)(F)F (Trifluoroacetic acid). Run in ClCCl (dichloromethane). Conditions: temperature 0 celsius, time 30 minute. Yields the product CN[C@H](CC1=CC=CC=C1)C1=NN=C(O1)C(=O)N (5-((1R)-1-methylamino-2-phenylethyl)-[1,3,4]oxadiazole-2-carboxylic acid amide). Yield: 99.3%. As a reaction SMILES: C(O[C:6](=O)[N:7]([C@@H:9]([C:17]1[O:18][C:19]([C:22](=[O:24])[NH2:23])=[N:20][N:21]=1)[CH2:10][C:11]1[CH:16]=[CH:15][CH:14]=[CH:13][CH:12]=1)C)(C)(C)C.FC(F)(F)C(O)=O>ClCCl>[CH3:6][NH:7][C@@H:9]([C:17]1[O:18][C:19]([C:22]([NH2:23])=[O:24])=[N:20][N:21]=1)[CH2:10][C:11]1[CH:12]=[CH:13][CH:14]=[CH:15][CH:16]=1. Procedure details: ((1R)-1-(5-Carbamoyl-[1,3,4]oxadiazol-2-yl)-2-phenylethyl)methylcarbamic acid tert-butylester (350 mg, 1.01 mmol) was dissolved in dichloromethane (6 ml). The solution was cooled to 0° C. Trifluoroacetic acid (2 ml) was added dropwise. The solution was stirred for 30 min. The solvent was removed in vacuo. The residue was dissolved in dichloromethane (6 ml) and the solvent was removed in vacuo. The residue was again dissolved in dichloromethane (6 ml) and the solvent was removed in vacuo. The res... Reactants: ClC=1N=CC2=C(N(CC(C(N2C)=O)(F)F)C2CCC2)N1 (2-chloro-9-cyclobutyl-7,7-difluoro-5-methyl-5,7,8,9-tetrahydro-pyrimido[4,5-b][1,4]diazepin-6-one), NC1=C(C=C(C(=O)O)C=C1)OC (4-amino-3-methoxybenzoic acid). Run in C(C)O.O.Cl (ethanol water hydrochloric acid). The product is C1(CCC1)N1C2=C(N(C(C(C1)(F)F)=O)C)C=NC(=N2)NC2=C(C=C(C(=O)O)C=C2)OC (4-(9-cyclobutyl-7,7-difluoro-5-methyl-6-oxo-6,7,8,9-tetrahydro-5H-pyrimido[4,5-b][1,4]diazepin-2-ylamino)-3-methoxy-benzoic acid). Isolated yield 52.4%. Reaction SMILES: Cl[C:2]1[N:3]=[CH:4][C:5]2[N:11]([CH3:12])[C:10](=[O:13])[C:9]([F:15])([F:14])[CH2:8][N:7]([CH:16]3[CH2:19][CH2:18][CH2:17]3)[C:6]=2[N:20]=1.[NH2:21][C:22]1[CH:30]=[CH:29][C:25]([C:26]([OH:28])=[O:27])=[CH:24][C:23]=1[O:31][CH3:32]>C(O)C.O.Cl>[CH:16]1([N:7]2[CH2:8][C:9]([F:15])([F:14])[C:10](=[O:13])[N:11]([CH3:12])[C:5]3[CH:4]=[N:3][C:2]([NH:21][C:22]4[CH:30]=[CH:29][C:25]([C:26]([OH:28])=[O:27])=[CH:24][C:23]=4[O:31][CH3:32])=[N:20][C:6]2=3)[CH2:19][CH2:18][CH2:17]1 |f:2.3.4|. Procedure details: A mixture of 2.00 g (0.0066 mole) of 2-chloro-9-cyclobutyl-7,7-difluoro-5-methyl-5,7,8,9-tetrahydro-pyrimido[4,5-b][1,4]diazepin-6-one (VII-1), 1.655 g (0.0099 mole) of 4-amino-3-methoxybenzoic acid and 200 mL of ethanol-water-hydrochloric acid (20:80:1) was refluxed for 18 hours, then concentrated under reduced pressure. The solid was washed with water and then purified by silica gel chromatography, eluting with dichloromethane-methanol-ammonium hydroxide (92:8:0.3) to give 1.500 g of 4-(9-cycl... The reactants are COC(=O)C=1SC(=C(C1)S(=O)(=O)C=1C=NC(=C(C1)Br)N)SC (4-(6-Amino-5-bromo-pyridine-3-sulfonyl)-5-methylsulfanyl-thiophene-2-carboxylic acid methyl ester), C(C)O (ethanol), CC1=C(C=CC=C1)B(O)O (2-methyl phenyl boronic acid), C(=O)([O-])[O-].[Na+].[Na+] (Na2CO3). The reagents and catalysts are C=1C=CC(=CC1)[P](C=2C=CC=CC2)(C=3C=CC=CC3)[Pd]([P](C=4C=CC=CC4)(C=5C=CC=CC5)C=6C=CC=CC6)([P](C=7C=CC=CC7)(C=8C=CC=CC8)C=9C=CC=CC9)[P](C=1C=CC=CC1)(C=1C=CC=CC1)C=1C=CC=CC1 (Pd(PPh3)4). Run in C1(=CC=CC=C1)C (toluene), CCOC(=O)C (EtOAc). Run at temperature 80 celsius. Product: COC(=O)C=1SC(=C(C1)S(=O)(=O)C=1C=NC(=C(C1)C1=C(C=CC=C1)C)N)SC (4-(6-Amino-5-o-tolyl-pyridine-3-sulfonyl)-5-methylsulfanyl-thiophene-2-carboxylic acid methyl ester). Isolated yield 29.0%. As a reaction SMILES: [CH3:1][O:2][C:3]([C:5]1[S:6][C:7]([S:21][CH3:22])=[C:8]([S:10]([C:13]2[CH:14]=[N:15][C:16]([NH2:20])=[C:17](Br)[CH:18]=2)(=[O:12])=[O:11])[CH:9]=1)=[O:4].[CH3:23][C:24]1[CH:29]=[CH:28][CH:27]=[CH:26][C:25]=1B(O)O.C([O-])([O-])=O.[Na+].[Na+].C(O)C>C1C=CC([P]([Pd]([P](C2C=CC=CC=2)(C2C=CC=CC=2)C2C=CC=CC=2)([P](C2C=CC=CC=2)(C2C=CC=CC=2)C2C=CC=CC=2)[P](C2C=CC=CC=2)(C2C=CC=CC=2)C2C=CC=CC=2)(C2C=CC=CC=2)C2C=CC=CC=2)=CC=1.CCOC(C)=O.C1(C)C=CC=CC=1>[CH3:1][O:2][C:3]([C:5]1[S:6][C:7]([S:21][CH3:22])=[C:8]([S:10]([C:13]2[CH:14]=[N:15][C:16]([NH2:20])=[C:17]([C:25]3[CH:26]=[CH:27][CH:28]=[CH:29][C:24]=3[CH3:23])[CH:18]=2)(=[O:12])=[O:11])[CH:9]=1)=[O:4] |f:2.3.4,^1:45,47,66,85|. Procedure: The procedure as in Example 1: step c was followed using 4-(6-Amino-5-bromo-pyridine-3-sulfonyl)-5-methylsulfanyl-thiophene-2-carboxylic acid methyl ester (25 mg, 0.06 mmol, Example 124: step a), 2-methyl phenyl boronic acid (33 mg, 0.25 mmol), Pd(PPh3)4 (14 mg, 0.01 mmol), aqueous Na2CO3 (2M, 400 μL, 0.5 mmol), ethanol (400 μL) and toluene (800 μL). The reaction was heated to 80° C. for 12 hours. The residue was dissolved into EtOAc and washed with brine. The organic layers were dried (MgSO4) a... Starting materials: C1CCOC1, [H-], [Na+], [Na+], O=C([O-])O, NC(=O)C(c1ccccc1)c1ccccc1. Product: O=C(NC(=O)C(c1ccccc1)c1ccccc1)C1CC1. As a reaction SMILES: [CH2:24]1[CH2:25][CH2:26][CH2:27][O:28]1.[H-:17].[Na+:18].[Na+:23].[O-:19][C:20]([OH:21])=[O:22].[c:1]1([CH:7]([C:8](=[O:9])[NH2:10])[c:11]2[cH:12][cH:13][cH:14][cH:15][cH:16]2)[cH:2][cH:3][cH:4][cH:5][cH:6]1>>[c:1]1([CH:7]([C:8](=[O:9])[NH:10][C:27]([CH:26]2[CH2:24][CH2:25]2)=[O:28])[c:11]2[cH:12][cH:13][cH:14][cH:15][cH:16]2)[cH:2][cH:3][cH:4][cH:5][cH:6]1. Reactants: CC(=O)Nc1cc([N+](=O)[O-])c(Cl)cc1F, CC(=O)O, CCOC(C)=O, [Fe]. The product is CC(=O)Nc1cc(N)c(Cl)cc1F. As a reaction SMILES: [C:1]([CH3:2])(=[O:3])[NH:4][c:5]1[cH:6][c:7]([N+:13]([O-:14])=[O:15])[c:8]([Cl:12])[cH:9][c:10]1[F:11].[CH3:16][C:17](=[O:18])[OH:19].[CH3:20][CH2:21][O:22][C:23](=[O:24])[CH3:25].[Fe:26]>>[C:1]([CH3:2])(=[O:3])[NH:4][c:5]1[cH:6][c:7]([NH2:13])[c:8]([Cl:12])[cH:9][c:10]1[F:11].